This data is from the Open Reaction Database (ORD), a public repository of structured organic reaction records. The task is: describe an organic reaction: reactants, conditions, products, and yield Starting materials: O=C(Br)CBr, O=C([O-])[O-], ClCCl, [K+], [K+], Nc1cnccn1. Product: O=C(CBr)Nc1cnccn1. Reaction SMILES: [Br:14][CH2:15][C:16](=[O:17])[Br:18].[C:8](=[O:9])([O-:10])[O-:11].[Cl:19][CH2:20][Cl:21].[K+:12].[K+:13].[n:1]1[c:2]([NH2:7])[cH:3][n:4][cH:5][cH:6]1>>[n:1]1[c:2]([NH:7][C:16]([CH2:15][Br:14])=[O:17])[cH:3][n:4][cH:5][cH:6]1. The reactants are BrC=1C=CC(=C(NCC2=CC(=CC=C2)F)C1)[N+](=O)[O-] (5-bromo-N-(3-fluorobenzyl)-2-nitroaniline), O.NN (hydrazine monohydrate). Reagents/catalysts: [Ni] (Raney® nickel). Run in O (water), CO (methanol). Run at temperature 50 celsius, time 2 hour. Product: BrC1=CC=C(C(=C1)NCC1=CC(=CC=C1)F)N (5-bromo-N1-(3-fluorobenzyl)benzene-1,2-diamine). Reaction SMILES: [Br:1][C:2]1[CH:3]=[CH:4][C:5]([N+:17]([O-])=O)=[C:6]([CH:16]=1)[NH:7][CH2:8][C:9]1[CH:14]=[CH:13][CH:12]=[C:11]([F:15])[CH:10]=1.O.NN>CO.O.[Ni]>[Br:1][C:2]1[CH:16]=[C:6]([NH:7][CH2:8][C:9]2[CH:14]=[CH:13][CH:12]=[C:11]([F:15])[CH:10]=2)[C:5]([NH2:17])=[CH:4][CH:3]=1 |f:1.2|. Reported procedure: To suspension of Example 2A (700 mg, 2.153 mmol) in methanol (10 mL) was added hydrazine monohydrate (0.2 mL, 4.08 mmol) followed by 50% Raney® nickel in water (100 mg). The mixture was stirred at 50° C. for 2 hours, filtered through diatomaceous earth with dichloromethane and concentrated. Purification by flash chromatography (Isco®, Redi-Sep® column) eluting with 100% dichloromethane gave the title compound.